From a dataset of the Open Reaction Database (ORD), a public repository of structured organic reaction records. describe an organic reaction: reactants, conditions, products, and yield Starting materials: C(C=C)OC(=O)N(CC1=CC=CC=C1)CC=O (2-(N-allyloxycarbonyl-N-benzylamino)acetaldehyde), [Cl-].[NH4+] (ammonium chloride), C[Si](C)(C)C#C ((trimethylsilyl)acetylene), solution, C(CCC)[Li] (butyllithium). Solvent: O1CCCC1 (tetrahydrofuran), C(C)(=O)OCC (ethyl acetate), O1CCCC1 (tetrahydrofuran), CCCCCC (hexane). Reaction conditions: time 1 hour. Product: C(C=C)OC(=O)N(CC1=CC=CC=C1)CC(C#C[Si](C)(C)C)O (1-(N-allyloxycarbonyl-N-benzylamino)-4-trimethylsilyl-3-butyn-2-ol). Reaction SMILES: [CH3:1][Si:2]([C:5]#[CH:6])([CH3:4])[CH3:3].C([Li])CCC.[CH2:12]([O:15][C:16]([N:18]([CH2:26][CH:27]=[O:28])[CH2:19][C:20]1[CH:25]=[CH:24][CH:23]=[CH:22][CH:21]=1)=[O:17])[CH:13]=[CH2:14].[Cl-].[NH4+]>O1CCCC1.CCCCCC.C(OCC)(=O)C>[CH2:12]([O:15][C:16]([N:18]([CH2:26][CH:27]([OH:28])[C:6]#[C:5][Si:2]([CH3:4])([CH3:3])[CH3:1])[CH2:19][C:20]1[CH:21]=[CH:22][CH:23]=[CH:24][CH:25]=1)=[O:17])[CH:13]=[CH2:14] |f:3.4|. Reported procedure: To a solution of (trimethylsilyl)acetylene (23.75 ml) in tetrahydrofuran (250 ml) was added a 1.6M solution of butyllithium in hexane (105 ml) below -60° C. After stirring for one hour, a solution of 2-(N-allyloxycarbonyl-N-benzylamino)acetaldehyde (32.86 g) in tetrahydrofuran (30 ml) was added to the mixture below -60° C. The solution was stirred at the same condition for one hour and an aqueous saturated ammonium chloride (100 ml) was added to the reaction mixture below -60° C. After stirring ... Yields the product C(C)(C)(C)NC=1C(=NC2=CC=CC(=C2N1)C1=C(C=2C(NCCC2N1)=O)C)C (2-(3-(tert-butylamino)-2-methylquinoxalin-5-yl)-3-methyl-6,7-dihydro-1H-pyrrolo[3,2-c]pyridin-4(5H)-one). Procedure: A mixture of 3-bromo-2-(3-(tert-butylamino)-2-methylquinoxalin-5-yl)-6,7-dihydro-1H-pyrrolo[3,2-c]pyridin-4(5H)-one (349) (61 mg, 0.14 mmol), dimethylzinc in hexanes (0.39 mL of 10% wt. in hexanes, 0.570 mmol, Strem Chemicals, Inc.,), and (A-Phos)2PdCl2 (10 mg, 0.014 mmol) in dioxane (1.42 mL) was stirred at 80° C. for 2 h when product was observed via lcms. The reaction mixture was diluted with DCM (100 mL), added to a separatory funnel, and washed with saturated aq. NaHCO3 (2×75 mL) before the... Reaction conditions: temperature 80 celsius, time 2 hour. As a reaction SMILES: Br[C:2]1[C:6]2[C:7](=[O:11])[NH:8][CH2:9][CH2:10][C:5]=2[NH:4][C:3]=1[C:12]1[CH:21]=[CH:20][CH:19]=[C:18]2[C:13]=1[N:14]=[C:15]([NH:23][C:24]([CH3:27])([CH3:26])[CH3:25])[C:16]([CH3:22])=[N:17]2.[CH3:28][Zn]C>O1CCOCC1.C(Cl)Cl>[C:24]([NH:23][C:15]1[C:16]([CH3:22])=[N:17][C:18]2[C:13]([N:14]=1)=[C:12]([C:3]1[NH:4][C:5]3[CH2:10][CH2:9][NH:8][C:7](=[O:11])[C:6]=3[C:2]=1[CH3:28])[CH:21]=[CH:20][CH:19]=2)([CH3:27])([CH3:26])[CH3:25]. The reactants are BrC1=C(NC2=C1C(NCC2)=O)C2=C1N=C(C(=NC1=CC=C2)C)NC(C)(C)C (3-bromo-2-(3-(tert-butylamino)-2-methylquinoxalin-5-yl)-6,7-dihydro-1H-pyrrolo[3,2-c]pyridin-4(5H)-one), C[Zn]C (dimethylzinc), hexanes. Run in O1CCOCC1 (dioxane), C(Cl)Cl (DCM). Reagents/catalysts: CN(C1=CC=NC=C1)C (N,N-dimethylpyridin-4-amine), C(C=C)[Pd]Cl (allylpalladium(II) chloride). The product is C(C)OC(CC1=C(C(=NN1C)C1=NC=CC=C1)C(CCC(=O)OC)C1=C(C=C(C(=O)OC)C=C1)C)=O (methyl 4-(1-(5-(2-ethoxy-2-oxoethyl)-1-methyl-3-(pyridin-2-yl)-1H-pyrazol-4-yl)-4-methoxy-4-oxobutyl)-3-methylbenzoate). The reactants are C1(CCCCC1)P(C1=C(C=CC=C1)C1=C(C=CC=C1OC(C)C)OC(C)C)C1CCCCC1 (dicyclohexyl-(2′,6′-diisopropoxy-biphenyl-2-yl)-phosphane), ClC1=C(C(=NN1C)C1=NC=CC=C1)C(CCC(=O)OC)C1=C(C=C(C(=O)OC)C=C1)C (methyl 4-(1-(5-chloro-1-methyl-3-(pyridin-2-yl)-1H-pyrazol-4-yl)-4-methoxy-4-oxobutyl)-3-methylbenzoate), [K] (potassium), C(C)OC(=O)CC(=O)[O-] (ethoxycarbonyl-acetate). Procedure details: A flask was charged with methyl 4-(1-(5-chloro-1-methyl-3-(pyridin-2-yl)-1H-pyrazol-4-yl)-4-methoxy-4-oxobutyl)-3-methylbenzoate (2.20 g, 4.98 mmol), potassium; ethoxycarbonyl-acetate (1.70 g, 9.96 mmol), N,N-dimethylpyridin-4-amine (0.608 g, 4.98 mmol), dicyclohexyl-(2′,6′-diisopropoxy-biphenyl-2-yl)-phosphane (0.836 g, 1.79 mmol) and allylpalladium(II) chloride (0.219 g, 0.597 mmol). The flask was evacuated and backfilled with Argon. Mesitylene (13.2 mL) was added then the mixture was stirred ... RXN SMILES: Cl[C:2]1[N:6]([CH3:7])[N:5]=[C:4]([C:8]2[CH:13]=[CH:12][CH:11]=[CH:10][N:9]=2)[C:3]=1[CH:14]([C:21]1[CH:30]=[CH:29][C:24]([C:25]([O:27][CH3:28])=[O:26])=[CH:23][C:22]=1[CH3:31])[CH2:15][CH2:16][C:17]([O:19][CH3:20])=[O:18].[K].[CH2:33]([O:35][C:36]([CH2:38]C([O-])=O)=[O:37])[CH3:34].C1(P(C2CCCCC2)C2C=CC=CC=2C2C(OC(C)C)=CC=CC=2OC(C)C)CCCCC1>CN(C)C1C=CN=CC=1.C([Pd]Cl)C=C>[CH2:33]([O:35][C:36](=[O:37])[CH2:38][C:2]1[N:6]([CH3:7])[N:5]=[C:4]([C:8]2[CH:13]=[CH:12][CH:11]=[CH:10][N:9]=2)[C:3]=1[CH:14]([C:21]1[CH:30]=[CH:29][C:24]([C:25]([O:27][CH3:28])=[O:26])=[CH:23][C:22]=1[CH3:31])[CH2:15][CH2:16][C:17]([O:19][CH3:20])=[O:18])[CH3:34] |^1:31|. Yield: 50.0%. Reaction conditions: time 10 minute. The reactants are CC(=O)OC(C)=O, CN(C)C=O, O, Cc1ccccc1, NNC(=O)NC1c2ccccc2Oc2ccccc21, c1ccncc1. The product is CC(=O)NNC(=O)NC1c2ccccc2Oc2ccccc21. RXN SMILES: [CH3:20][C:21](=[O:22])[O:23][C:24](=[O:25])[CH3:26].[CH3:35][N:36]([CH3:37])[CH:38]=[O:39].[OH2:27].[c:28]1([CH3:29])[cH:30][cH:31][cH:32][cH:33][cH:34]1.[cH:1]1[cH:2][cH:3][cH:4][c:5]2[c:14]1[CH:13]([NH:15][C:16]([NH:17][NH2:18])=[O:19])[c:12]1[c:7]([cH:8][cH:9][cH:10][cH:11]1)[O:6]2.[cH:40]1[cH:41][cH:42][n:43][cH:44][cH:45]1>>[cH:1]1[cH:2][cH:3][cH:4][c:5]2[c:14]1[CH:13]([NH:15][C:16]([NH:17][NH:18][C:21]([CH3:20])=[O:22])=[O:19])[c:12]1[c:7]([cH:8][cH:9][cH:10][cH:11]1)[O:6]2. Yields the product Cc1c(N)c(F)c2oc(C3CC3)nc2c1C#N. Reactants: Cc1c(NC(=O)OC(C)(C)C)c(F)c2oc(C3CC3)nc2c1C#N, ClCCl, O=C(O)C(F)(F)F. Reaction SMILES: [C:1](#[N:2])[c:3]1[c:4]([CH3:24])[c:5]([NH:16][C:17](=[O:18])[O:19][C:20]([CH3:21])([CH3:22])[CH3:23])[c:6]([F:15])[c:7]2[c:8]1[n:9][c:10]([CH:12]1[CH2:13][CH2:14]1)[o:11]2.[Cl:32][CH2:33][Cl:34].[OH:25][C:26]([C:27]([F:28])([F:29])[F:30])=[O:31]>>[C:1](#[N:2])[c:3]1[c:4]([CH3:24])[c:5]([NH2:16])[c:6]([F:15])[c:7]2[c:8]1[n:9][c:10]([CH:12]1[CH2:13][CH2:14]1)[o:11]2. Starting materials: Br, Br, O=N[O-], Nc1ccc(Sc2ccccc2)cn1, [Na+], [Na+], [OH-], O. Product: Brc1ccc(Sc2ccccc2)cn1. As a reaction SMILES: [Br:16].[BrH:15].[N:17]([O-:18])=[O:19].[NH2:1][c:2]1[n:3][cH:4][c:5]([S:8][c:9]2[cH:10][cH:11][cH:12][cH:13][cH:14]2)[cH:6][cH:7]1.[Na+:20].[Na+:22].[OH-:21].[OH2:23]>>[c:2]1([Br:15])[n:3][cH:4][c:5]([S:8][c:9]2[cH:10][cH:11][cH:12][cH:13][cH:14]2)[cH:6][cH:7]1. Starting materials: NOCc1ccccc1, CCOC(=O)C(=O)C(=O)OCC, c1ccncc1. The product is CCOC(=O)C(=NOCc1ccccc1)C(=O)OCC. As a reaction SMILES: [CH2:13]([c:14]1[cH:15][cH:16][cH:17][cH:18][cH:19]1)[O:20][NH2:21].[CH2:1]([CH3:2])[O:3][C:4]([C:5]([C:6](=[O:7])[O:8][CH2:9][CH3:10])=[O:11])=[O:12].[cH:22]1[cH:23][cH:24][n:25][cH:26][cH:27]1>>[CH2:1]([CH3:2])[O:3][C:4]([C:5]([C:6](=[O:7])[O:8][CH2:9][CH3:10])=[N:21][O:20][CH2:13][c:14]1[cH:15][cH:16][cH:17][cH:18][cH:19]1)=[O:12].